From a dataset of the Open Reaction Database (ORD), a public repository of structured organic reaction records. describe an organic reaction: reactants, conditions, products, and yield Reactants: COc1cc2c(c(Cl)c1Cl)C(=O)C(C)(c1ccccc1)C2=O, Cl, O, c1ccncc1. Yields the product CC1(c2ccccc2)C(=O)c2cc(O)c(Cl)c(Cl)c2C1=O. RXN SMILES: [CH3:1][C:2]1([c:17]2[cH:18][cH:19][cH:20][cH:21][cH:22]2)[C:3](=[O:16])[c:4]2[cH:5][c:6]([O:14][CH3:15])[c:7]([Cl:13])[c:8]([Cl:12])[c:9]2[C:10]1=[O:11].[ClH:23].[OH2:30].[n:24]1[cH:25][cH:26][cH:27][cH:28][cH:29]1>>[CH3:1][C:2]1([c:17]2[cH:18][cH:19][cH:20][cH:21][cH:22]2)[C:3](=[O:16])[c:4]2[cH:5][c:6]([OH:14])[c:7]([Cl:13])[c:8]([Cl:12])[c:9]2[C:10]1=[O:11].